This data is from the Open Reaction Database (ORD), a public repository of structured organic reaction records. The task is: describe an organic reaction: reactants, conditions, products, and yield Reaction SMILES: [Li+].CC([N-]C(C)C)C.C(NC(C)C)(C)C.C([Li])CCC.[CH3:21][O:22][C:23]1[CH:24]=[C:25]2[C:30](=[CH:31][CH:32]=1)[C:29](=[O:33])[CH2:28][CH2:27][CH2:26]2.Br[CH2:35][C:36]([O:38][CH3:39])=[O:37]>C1COCC1>[CH3:21][O:22][C:23]1[CH:24]=[C:25]2[C:30](=[CH:31][CH:32]=1)[C:29](=[O:33])[CH:28]([CH2:35][C:36]([O:38][CH3:39])=[O:37])[CH2:27][CH2:26]2 |f:0.1|. The product is COC=1C=C2CCC(C(C2=CC1)=O)CC(=O)OC (Methyl 6-methoxy-1-tetralone-2-acetate). Run in C1CCOC1 (THF), C1CCOC1 (THF). Procedure: To a solution of LDA, prepared from diisopropylamine (0.84 ml) and n-butyl lithium (3.44 ml, 1.6M in hexane) in 10 ml of THF at -78° was added dropwise a solution of 6-methoxy-1-tetralone (0.88 g, 5.0 mmol) in 5 ml of THF in an atmosphere of nitrogen. To the stirred solution at -78° was then added methyl bromoacetate (0.5 ml, 6.0 mmole) and the mixture was allowed to warm to room temperature. Aqueous work-up and extraction with ether gave, after chromatography on silica gel, the title compound, ... The reactants are COC=1C=C2CCCC(C2=CC1)=O (6-methoxy-1-tetralone), [Li+].CC(C)[N-]C(C)C (LDA), C(C)(C)NC(C)C (diisopropylamine), C(CCC)[Li] (n-butyl lithium), BrCC(=O)OC (methyl bromoacetate).